Dataset: the Open Reaction Database (ORD), a public repository of structured organic reaction records. Task: describe an organic reaction: reactants, conditions, products, and yield Reactants: ClC=1C(=C(CNC(=O)[C@H]2N([C@@H]3C[C@@]3(C2)CO)C(CN2C=C(C=3C2=NC=CC3)C(C)=O)=O)C=CC1)F ((1R,3S,5S)-2-[2-(3-acetyl-pyrrolo[2,3-b]pyridin-1-yl)-acetyl]-5-hydroxymethyl-2-aza-bicyclo[3.1.0]hexane-3-carboxylic acid 3-chloro-2-fluoro-benzylamide), C(C)(=O)C1=CN(C2=CC=CC=C12)CC(=O)O ((3-acetyl-indol-1-yl)-acetic acid). The solvent is CCOC(=O)C (EtOAc). Yields the product ClC=1C(=C(CNC(=O)[C@H]2N([C@@H]3C[C@@]3(C2)CO)C(CN2C=C(C3=CC=CC=C23)C(C)=O)=O)C=CC1)F ((1R,3S,5S)-2-[2-(3-Acetyl-indol-1-yl)-acetyl]-5-hydroxymethyl-2-aza-bicyclo[3.1.0]hexane-3-carboxylic acid 3-chloro-2-fluoro-benzylamide). As a reaction SMILES: [Cl:1][C:2]1[C:3]([F:35])=[C:4]([CH:32]=[CH:33][CH:34]=1)[CH2:5][NH:6][C:7]([C@@H:9]1[CH2:14][C@:13]2([CH2:15][OH:16])[C@@H:11]([CH2:12]2)[N:10]1[C:17](=[O:31])[CH2:18][N:19]1[C:23]2=N[CH:25]=[CH:26][CH:27]=[C:22]2[C:21]([C:28](=[O:30])[CH3:29])=[CH:20]1)=[O:8].[C:36](C1C2C(=CC=CC=2)N(CC(O)=O)C=1)(=O)C>CCOC(C)=O>[Cl:1][C:2]1[C:3]([F:35])=[C:4]([CH:32]=[CH:33][CH:34]=1)[CH2:5][NH:6][C:7]([C@@H:9]1[CH2:14][C@:13]2([CH2:15][OH:16])[C@@H:11]([CH2:12]2)[N:10]1[C:17](=[O:31])[CH2:18][N:19]1[C:23]2[C:22](=[CH:27][CH:26]=[CH:25][CH:36]=2)[C:21]([C:28](=[O:30])[CH3:29])=[CH:20]1)=[O:8]. Procedure: The title compound was prepared in 2 steps according to the procedure described for the preparation of Example 610 (1R,3S,5S)-2-[2-(3-acetyl-pyrrolo[2,3-b]pyridin-1-yl)-acetyl]-5-hydroxymethyl-2-aza-bicyclo[3.1.0]hexane-3-carboxylic acid 3-chloro-2-fluoro-benzylamide using (3-acetyl-indol-1-yl)-acetic acid instead of (3-acetyl-pyrrolo[2,3-b]pyridin-1-yl)-acetic acid. White powder. TLC, Rf (EtOAc)=0.05; MS (LC/MS): 498/500 [M+H]+, 520/522 [M+Na]+; tR (HPLC conditions f): 1.84 min. As a reaction SMILES: C[Si](C)(C)[O-].[K+].C([O:9][C:10](=[O:25])[C:11]([S:14]([CH:17]1[CH2:22][CH2:21][CH:20]([O:23][CH3:24])[CH2:19][CH2:18]1)(=[O:16])=[O:15])([CH3:13])[CH3:12])C>C1COCC1>[CH3:24][O:23][CH:20]1[CH2:21][CH2:22][CH:17]([S:14]([C:11]([CH3:13])([CH3:12])[C:10]([OH:25])=[O:9])(=[O:16])=[O:15])[CH2:18][CH2:19]1 |f:0.1|. Run in C1CCOC1 (THF). Reported procedure: Potassium trimethylsilanolate (3.1 g, 24.65 mmol) is added to a solution of 2-(4-methoxy-cyclohexanesulfonyl)-2-methyl-propionic acid ethyl ester (3.6 g, 12.3 mmol) in 100 mL of THF. After stirring the reaction mixture at room temperature for 4 h, the solvent is removed under reduced pressure, saturated aqueous NaHCO3 solution is added and the mixtures is extracted with ethyl acetate. The two phases are separated and the aqueous layer is acidified with 2N aqueous HCl solution and extracted with ... Isolated yield 80.0%. The product is COC1CCC(CC1)S(=O)(=O)C(C(=O)O)(C)C (2-(4-methoxy-cyclohexanesulfonyl)-2-methyl-propionic acid). Reaction conditions: time 4 hour. The reactants are C[Si]([O-])(C)C.[K+] (Potassium trimethylsilanolate), C(C)OC(C(C)(C)S(=O)(=O)C1CCC(CC1)OC)=O (2-(4-methoxy-cyclohexanesulfonyl)-2-methyl-propionic acid ethyl ester). Solvent: O1CCCC1 (tetrahydrofuran). Reactants: ClC1=C2C(=NC=C1)N(C=C2C#N)S(=O)(=O)C2=CC=CC=C2 (4-Chloro-1-(phenylsulfonyl)-1H-pyrrolo[2,3-b]pyridine-3-carbonitrile), [OH-].[Na+] (NaOH), O (water). Reaction SMILES: [Cl:1][C:2]1[CH:7]=[CH:6][N:5]=[C:4]2[N:8](S(C3C=CC=CC=3)(=O)=O)[CH:9]=[C:10]([C:11]#[N:12])[C:3]=12.[OH-].[Na+].O>O1CCCC1>[Cl:1][C:2]1[CH:7]=[CH:6][N:5]=[C:4]2[NH:8][CH:9]=[C:10]([C:11]#[N:12])[C:3]=12 |f:1.2|. Reported procedure: 4-Chloro-1-(phenylsulfonyl)-1H-pyrrolo[2,3-b]pyridine-3-carbonitrile was treated with 2M NaOH solution (4 ml) in tetrahydrofuran (8 ml) at ambient temperature for 1 hour. The reaction mixture was cooled and was added water. The aqueous layer was extracted with EtOAc. And the organic layer was washed with brine, dried over MgSO4 and concentrated. Resultings were purified by silica gel column chromatography to give 4-chloro-1H-pyrrolo[2,3-b]-pyridine-3-carbonitrile as colorless powder. Yields the product ClC1=C2C(=NC=C1)NC=C2C#N (4-chloro-1H-pyrrolo[2,3-b]-pyridine-3-carbonitrile). Starting materials: COC1C(C2(CO2)CCC1OC(=O)N1CCOCC1)C1(OC1CC=C(C)C)C (5-methoxy-4-[2-methyl-3-(3-methyl-2-butenyl)oxiranyl]-6-morpholinocarbonyloxy-1-oxaspiro[2,5]octane). Reagents/catalysts: [Pt]=O (platinum oxide). The solvent is C(C)(=O)OCC (ethyl acetate). The product is COC1C(C2(CO2)CCC1OC(=O)N1CCOCC1)C1(OC1CCC(C)C)C (5-methoxy-4-[2-methyl-3-(3-methylbutyl)oxiranyl]-6-morpholinocarbonyloxy-1-oxaspiro[2,5]octane). The yield is 80.6%. Reaction SMILES: [CH3:1][O:2][CH:3]1[CH:10]([O:11][C:12]([N:14]2[CH2:19][CH2:18][O:17][CH2:16][CH2:15]2)=[O:13])[CH2:9][CH2:8][C:5]2([O:7][CH2:6]2)[CH:4]1[C:20]1([CH3:28])[CH:22]([CH2:23][CH:24]=[C:25]([CH3:27])[CH3:26])[O:21]1>C(OCC)(=O)C.[Pt]=O>[CH3:1][O:2][CH:3]1[CH:10]([O:11][C:12]([N:14]2[CH2:15][CH2:16][O:17][CH2:18][CH2:19]2)=[O:13])[CH2:9][CH2:8][C:5]2([O:7][CH2:6]2)[CH:4]1[C:20]1([CH3:28])[CH:22]([CH2:23][CH2:24][CH:25]([CH3:26])[CH3:27])[O:21]1. Procedure: A solution of 5-methoxy-4-[2-methyl-3-(3-methyl-2-butenyl)oxiranyl]-6-morpholinocarbonyloxy-1-oxaspiro[2,5]octane (1.23 g) in ethyl acetate (12 ml) was hydrogenated under hydrogen (1 atm) in the presence of platinum oxide (120 mg) for 1 hour. The catalyst was removed by filtration and the filtrate was concentrated in vacuo. The residue was purified by column chromatography on silica gel eluted with a mixture of diethyl ether and n-hexane (1:1, V/V) to give 5-methoxy-4-[2-methyl-3-(3-methylbutyl)... Reactants: C(C)(=O)N[C@@H](CC(C)C)C(=O)O (N-acetyl-L-leucine), ON1N=NC2=C1C=CC=C2 (1-hydroxybenzotriazole), Cl.C(C)N=C=NCCCN(CC)CC (1-ethyl-3-(3-diethylaminopropyl)carbodiimide hydrochloride), Cl.COC([C@@H](N)CC1=CC=CC=C1)=O (L-phenylalanine methyl ester hydrochloride), CN1CCOCC1 (N-methylmorpholine). The solvent is O (water), CN(C)C=O (DMF). Conditions: time 24 hour. Product: C(=O)C1(CCNC([C@@H](NC(C)=O)CC(C)C)=O)CC=CC=C1 (N-Acetyl-L-leucine-(1-formyl)phenethylamide). Isolated yield 94.7%. RXN SMILES: Cl.COC(=O)[C@H:5]([CH2:7][C:8]1[CH:13]=[CH:12][CH:11]=[CH:10][CH:9]=1)[NH2:6].CN1CC[O:19][CH2:18]C1.[C:22]([NH:25][C@H:26]([C:31]([OH:33])=O)[CH2:27][CH:28]([CH3:30])[CH3:29])(=[O:24])[CH3:23].ON1C2C=CC=CC=2N=N1.Cl.C(N=C=NCCCN(CC)CC)C>CN(C=O)C.O>[CH:18]([C:8]1([CH:9]=[CH:10][CH:11]=[CH:12][CH2:13]1)[CH2:7][CH2:5][NH:6][C:31](=[O:33])[C@H:26]([CH2:27][CH:28]([CH3:29])[CH3:30])[NH:25][C:22](=[O:24])[CH3:23])=[O:19] |f:0.1,5.6|. Procedure details: In 100 ml of DMF was dissolved 5.0 g of L-phenylalanine methyl ester hydrochloride, and 2.4 g of N-methylmorpholine was added thereto. To the solution were added 4.0 g of N-acetyl-L-leucine, 5.0 g of 1-hydroxybenzotriazole, and 5.5 g of 1-ethyl-3-(3-diethylaminopropyl)carbodiimide hydrochloride, and the mixture was stirred at room temperature for 24 hours. After completion of the reaction, water was added to the reaction mixture, and the mixture was extracted with ethyl acetate. The extract was ... The reactants are NC1=C(C=CC(=C1)Cl)S(=O)(=O)N (2-amino-4-chlorobenzenesulfonamide), COC1=C(C=CC=C1)/C=C/S(=O)(=O)Cl ((E)-2-(2-methoxyphenyl)ethenesulfonyl chloride). Yields the product ClC1=CC(=C(C=C1)S(=O)(=O)N)NS(=O)(=O)\C=C\C1=C(C=CC=C1)OC ((E)-4-chloro-2-(2-(2-methoxyphenyl)vinylsulfonamido)benzenesulfonamide). Reaction SMILES: [NH2:1][C:2]1[CH:7]=[C:6]([Cl:8])[CH:5]=[CH:4][C:3]=1[S:9]([NH2:12])(=[O:11])=[O:10].[CH3:13][O:14][C:15]1[CH:20]=[CH:19][CH:18]=[CH:17][C:16]=1/[CH:21]=[CH:22]/[S:23](Cl)(=[O:25])=[O:24]>>[Cl:8][C:6]1[CH:5]=[CH:4][C:3]([S:9]([NH2:12])(=[O:11])=[O:10])=[C:2]([NH:1][S:23](/[CH:22]=[CH:21]/[C:16]2[CH:17]=[CH:18][CH:19]=[CH:20][C:15]=2[O:14][CH3:13])(=[O:25])=[O:24])[CH:7]=1. Reported procedure: The title compound was synthesized as described for Example 226 a) starting from 2-amino-4-chlorobenzenesulfonamide and (E)-2-(2-methoxyphenyl)ethenesulfonyl chloride. Reactants: COc1cc(C(=O)N2CCC(CCS(C)(=O)=O)(c3ccc(Cl)c(Cl)c3)C2)cc(OC)c1OC, I, O=C(c1nc2ccccc2[nH]1)C1CCNCC1. Product: COc1cc(C(=O)N2CCC(CCN3CCC(C(=O)c4nc5ccccc5[nH]4)CC3)(c3ccc(Cl)c(Cl)c3)C2)cc(OC)c1OC. Reaction SMILES: [CH3:1][O:2][c:3]1[cH:4][c:5]([C:6](=[O:7])[N:8]2[CH2:9][C:10]([CH2:13][CH2:14][S:15]([CH3:16])(=[O:17])=[O:18])([c:19]3[cH:20][c:21]([Cl:26])[c:22]([Cl:25])[cH:23][cH:24]3)[CH2:11][CH2:12]2)[cH:27][c:28]([O:32][CH3:33])[c:29]1[O:30][CH3:31].[IH:34].[nH:35]1[c:36]([C:44](=[O:45])[CH:46]2[CH2:47][CH2:48][NH:49][CH2:50][CH2:51]2)[n:37][c:38]2[c:39]1[cH:40][cH:41][cH:42][cH:43]2>>[CH3:1][O:2][c:3]1[cH:4][c:5]([C:6](=[O:7])[N:8]2[CH2:9][C:10]([CH2:13][CH2:14][N:49]3[CH2:48][CH2:47][CH:46]([C:44]([c:36]4[nH:35][c:39]5[c:38]([n:37]4)[cH:43][cH:42][cH:41][cH:40]5)=[O:45])[CH2:51][CH2:50]3)([c:19]3[cH:20][c:21]([Cl:26])[c:22]([Cl:25])[cH:23][cH:24]3)[CH2:11][CH2:12]2)[cH:27][c:28]([O:32][CH3:33])[c:29]1[O:30][CH3:31].